Dataset: the Open Reaction Database (ORD), a public repository of structured organic reaction records. Task: describe an organic reaction: reactants, conditions, products, and yield Reactants: [C@@H]1(C[C@H](O)[C@@H](CO)O1)N1C(=O)NC(=O)C(C)=C1 (thymidine), ClC1=CC=C(C(=O)Cl)C=C1 (4-chlorobenzoyl chloride). Solvent: N1=CC=CC=C1 (pyridine). Yields the product ClC1=CC=C(C(=O)C([C@@H]2[C@H](C[C@@H](O2)N2C(=O)NC(=O)C(C)=C2)O)O)C=C1 (5'-(4-chlorobenzoyl)thymidine). The yield is 80.0%. RXN SMILES: [C@@H:1]1([N:9]2[CH:17]=[C:15]([CH3:16])[C:13](=[O:14])[NH:12][C:10]2=[O:11])[O:8][C@H:5]([CH2:6][OH:7])[C@@H:3]([OH:4])[CH2:2]1.[Cl:18][C:19]1[CH:27]=[CH:26][C:22]([C:23](Cl)=[O:24])=[CH:21][CH:20]=1>N1C=CC=CC=1>[Cl:18][C:19]1[CH:27]=[CH:26][C:22]([C:23]([CH:6]([OH:7])[C@H:5]2[O:8][C@@H:1]([N:9]3[CH:17]=[C:15]([CH3:16])[C:13](=[O:14])[NH:12][C:10]3=[O:11])[CH2:2][C@@H:3]2[OH:4])=[O:24])=[CH:21][CH:20]=1. Procedure details: Reaction of thymidine with 4-chlorobenzoyl chloride in pyridine at 5° to 20° C. forms 5'-(4-chlorobenzoyl)thymidine (yield: 80%), which is then allowed to react with diethylaminosulfur trifluoride in methylene chloride at -78° C., thus giving 3'-deoxy-3'-fluorothymidine (yield: 19.9%) [Japanese Patent Kokai No. 68325 (1989)]. Starting materials: CN1C(=NC2=C1C=CC=C2)OC2=CC=C(C=C2)NC2=NC=NC=C2N (N4-{4-[(1-methyl-1H-benzimidazol-2-yl)oxy]phenyl}pyrimidine-4,5-diamine), C1=CN(C=N1)C(=O)N2C=CN=C2 (CDI), C1=CN(C=N1)C(=O)N2C=CN=C2 (CDI). The solvent is C1CCOC1 (THF). Yields the product CN1C(=NC2=C1C=CC=C2)OC2=CC=C(C=C2)N2C1=NC=NC=C1NC2=O (9-{4-[(1-methyl-1H-benzimidazol-2-yl)oxy]phenyl}-7,9-dihydro-8H-purin-8-one). The yield is 65.0%. Reaction SMILES: [CH3:1][N:2]1[C:6]2[CH:7]=[CH:8][CH:9]=[CH:10][C:5]=2[N:4]=[C:3]1[O:11][C:12]1[CH:17]=[CH:16][C:15]([NH:18][C:19]2[C:24]([NH2:25])=[CH:23][N:22]=[CH:21][N:20]=2)=[CH:14][CH:13]=1.C1N=CN([C:31](N2C=NC=C2)=[O:32])C=1>C1COCC1>[CH3:1][N:2]1[C:6]2[CH:7]=[CH:8][CH:9]=[CH:10][C:5]=2[N:4]=[C:3]1[O:11][C:12]1[CH:17]=[CH:16][C:15]([N:18]2[C:31](=[O:32])[NH:25][C:24]3[C:19]2=[N:20][CH:21]=[N:22][CH:23]=3)=[CH:14][CH:13]=1. Procedure: A solution of N4-{4-[(1-methyl-1H-benzimidazol-2-yl)oxy]phenyl}pyrimidine-4,5-diamine (80 mg) and CDI (39 mg) in THF (20 mL) was refluxed for 3 h. CDI (39 mg) was added to the mixture. After refluxing overnight, the mixture was concentrated in vacuo. The residual solid was washed with AcOEt to give 9-{4-[(1-methyl-1H-benzimidazol-2-yl)oxy]phenyl}-7,9-dihydro-8H-purin-8-one (56 mg) as white crystals. Starting materials: CC(C(C#C)O)(CCCC)C (4,4-dimethyl-1-octyn-3-ol), O1CCCC=C1 (dihydropyran). Reagents/catalysts: C(C)N(CC)CC (triethylamine), P(=O)(Cl)(Cl)Cl (phosphorus oxychloride). The product is CC(C(C#C)OC1OCCCC1)(CCCC)C (4,4-dimethyl-3-tetrahydropyranyloxy-1-octyne). As a reaction SMILES: [CH3:1][C:2]([CH3:11])([CH2:7][CH2:8][CH2:9][CH3:10])[CH:3]([OH:6])[C:4]#[CH:5].[O:12]1[CH:17]=[CH:16][CH2:15][CH2:14][CH2:13]1>P(Cl)(Cl)(Cl)=O.C(N(CC)CC)C>[CH3:1][C:2]([CH3:11])([CH2:7][CH2:8][CH2:9][CH3:10])[CH:3]([O:6][CH:13]1[CH2:14][CH2:15][CH2:16][CH2:17][O:12]1)[C:4]#[CH:5]. Reported procedure: To a solution of 23.1 g. (0.150 mole) of 4,4-dimethyl-1-octyn-3-ol (Example 994) in 126 g. of freshly distilled dihydropyran is added 1 drop of phosphorus oxychloride and the solution is maintained at ambient temperature in a tightly stoppered flask for 20 hours. Five drops of triethylamine are then added and the mixture is evaporated in vacuo to an oil. The oil is chromatographed on 600 g. of silica gel and the product is eluted with 5% ethyl acetate in benzene yielding a colorless oil. The reactants are C(=O)NC=1SC=C(N1)C(C(=O)NC1[C@@H]2N(C(=C(CS2)Cl)C(=O)OCC2=CC=C(C=C2)[N+](=O)[O-])C1=O)=NOCCCNC(=O)OC(C)(C)C (4-nitrobenzyl 7-[2-(2-formamidothiazol-4-yl)-2-(3-tert-butoxycarbonylaminopropoxyimino)acetamido]-3-chloro-3-cephem-4-carboxylate), CO (methanol). The reagents and catalysts are [C].[Pd] (palladium-carbon). The solvent is O1CCCC1 (tetrahydrofuran). Conditions: time 6 hour. The product is C(=O)NC=1SC=C(N1)C(C(=O)NC1[C@@H]2N(C(=C(CS2)Cl)C(=O)O)C1=O)=NOCCCNC(=O)OC(C)(C)C (7-[2-(2-formamidothiazol-4-yl)-2-(3-tert-butoxycarbonylaminopropoxyimino)acetamido]-3-chloro-3-cephem-4-carboxylic acid). Yield: 45.3%. Reaction SMILES: [CH:1]([NH:3][C:4]1[S:5][CH:6]=[C:7]([C:9](=[N:36][O:37][CH2:38][CH2:39][CH2:40][NH:41][C:42]([O:44][C:45]([CH3:48])([CH3:47])[CH3:46])=[O:43])[C:10]([NH:12][CH:13]2[C:34](=[O:35])[N:15]3[C:16]([C:21]([O:23]CC4C=CC([N+]([O-])=O)=CC=4)=[O:22])=[C:17]([Cl:20])[CH2:18][S:19][C@H:14]23)=[O:11])[N:8]=1)=[O:2].CO>[C].[Pd].O1CCCC1>[CH:1]([NH:3][C:4]1[S:5][CH:6]=[C:7]([C:9](=[N:36][O:37][CH2:38][CH2:39][CH2:40][NH:41][C:42]([O:44][C:45]([CH3:48])([CH3:47])[CH3:46])=[O:43])[C:10]([NH:12][CH:13]2[C:34](=[O:35])[N:15]3[C:16]([C:21]([OH:23])=[O:22])=[C:17]([Cl:20])[CH2:18][S:19][C@H:14]23)=[O:11])[N:8]=1)=[O:2] |f:2.3|. Procedure: A suspension of 4-nitrobenzyl 7-[2-(2-formamidothiazol-4-yl)-2-(3-tert-butoxycarbonylaminopropoxyimino)acetamido]-3-chloro-3-cephem-4-carboxylate (syn isomer, 1.9 g.), palladium-carbon (0.9 g.), methanol (20 ml.) and tetrahydrofuran (20 ml.) was subjected to catalytic reduction under ordinary pressure at room temperature for 6 hours. After the insoluble substance was removed by filtration and washed with methanol, the filtrate was concentrated in vacuo. The residue was dissolved in a mixture of ... Starting materials: OC1CCN(CC1)CCCNC(OCC1=CC=CC=C1)=O (benzyl N-(3-(4-hydroxypiperidino)propyl)carbamate). Reagents/catalysts: [C].[Pd] (palladium carbon). The solvent is C(C)O (Ethanol). Run at time 8 hour. Yields the product NCCCN1CCC(CC1)O (1-(3-Aminopropyl)-4-hydroxypiperidine). Isolated yield 93.6%. RXN SMILES: [OH:1][CH:2]1[CH2:7][CH2:6][N:5]([CH2:8][CH2:9][CH2:10][NH:11]C(=O)OCC2C=CC=CC=2)[CH2:4][CH2:3]1>[C].[Pd].C(O)C>[NH2:11][CH2:10][CH2:9][CH2:8][N:5]1[CH2:4][CH2:3][CH:2]([OH:1])[CH2:7][CH2:6]1 |f:1.2|. Procedure: Ethanol (200 ml) and palladium carbon (2.5 g) were added to benzyl N-(3-(4-hydroxypiperidino)propyl)carbamate (2.96 g); and the reaction mixture was stirred vigorously under hydrogen atmosphere overnight. Palladium carbon was removed by filtration, and the filtrate was concentrated to yield the title compound (1.5 g). The reactants are OC1CCC=2C=CC=C(C2C1)NC(C)=O (N-(7-hydroxy-5,6,7,8-tetrahydronaphthalen-1-yl)-acetamide), CS(=O)(=O)Cl (methylsulfonylchloride), N1=CC=CC=C1 (pyridine). Run in C(Cl)Cl (methylene chloride). The product is C(C)(=O)NC=1C=CC=C2CCC(CC12)OS(=O)(=O)C (methanesulfonic acid 8-acetylamino-1,2,3,4-tetrahydronaphthalen-2-yl ester). Yield: 51.0%. As a reaction SMILES: [OH:1][CH:2]1[CH2:11][C:10]2[C:9]([NH:12][C:13](=[O:15])[CH3:14])=[CH:8][CH:7]=[CH:6][C:5]=2[CH2:4][CH2:3]1.[CH3:16][S:17](Cl)(=[O:19])=[O:18].N1C=CC=CC=1>C(Cl)Cl>[C:13]([NH:12][C:9]1[CH:8]=[CH:7][CH:6]=[C:5]2[C:10]=1[CH2:11][CH:2]([O:1][S:17]([CH3:16])(=[O:19])=[O:18])[CH2:3][CH2:4]2)(=[O:15])[CH3:14]. Procedure details: A solution of N-(7-hydroxy-5,6,7,8-tetrahydronaphthalen-1-yl)-acetamide (5 g, 24 mmol), methylsulfonylchloride (6.9 g, 60 mmol) and pyridine (4.7 g, 60 mmol) in methylene chloride (100 mL) was heated at reflux for 8 h. The mixture was then cooled and washed with water. The organic layer was dried over magnesium sulfate, filtered and evaporated. The resulting solid was washed with diethyl ether and dried (3.8 g, 51% yield) without further purification. Procedure details: The title compound was prepared from N-hydroxy-3-sulfamoyl-benzamidine [CAS-No. 9000-88-7] (0.115 g, 0.53 mmol) and 6-methyl-4-(4-trifluoromethyl-phenyl)-pyridine-2-carboxylic acid (example D.11) (0.10 g, 0.36 mmol) according to the general procedure V. Obtained as an off-white solid (0.080 g, 49%). MS (ISP) 461.0 [(M+H)+]; mp 277° C. The yield is 49.0%. Starting materials: ONC(C1=CC(=CC=C1)S(N)(=O)=O)=N (N-hydroxy-3-sulfamoyl-benzamidine), CC1=CC(=CC(=N1)C(=O)O)C1=CC=C(C=C1)C(F)(F)F (6-methyl-4-(4-trifluoromethyl-phenyl)-pyridine-2-carboxylic acid). Yields the product CC1=CC(=CC(=N1)C1=NC(=NO1)C=1C=C(C=CC1)S(=O)(=O)N)C1=CC=C(C=C1)C(F)(F)F (3-{5-[6-Methyl-4-(4-trifluoromethyl-phenyl)-pyridin-2-yl]-[1,2,4]oxadiazol-3-yl}-benzenesulfonamide), solid. RXN SMILES: [OH:1][NH:2][C:3](=[NH:14])[C:4]1[CH:9]=[CH:8][CH:7]=[C:6]([S:10](=[O:13])(=[O:12])[NH2:11])[CH:5]=1.[CH3:15][C:16]1[N:21]=[C:20]([C:22](O)=O)[CH:19]=[C:18]([C:25]2[CH:30]=[CH:29][C:28]([C:31]([F:34])([F:33])[F:32])=[CH:27][CH:26]=2)[CH:17]=1>>[CH3:22][C:20]1[N:21]=[C:16]([C:15]2[O:1][N:2]=[C:3]([C:4]3[CH:5]=[C:6]([S:10]([NH2:11])(=[O:12])=[O:13])[CH:7]=[CH:8][CH:9]=3)[N:14]=2)[CH:17]=[C:18]([C:25]2[CH:26]=[CH:27][C:28]([C:31]([F:34])([F:33])[F:32])=[CH:29][CH:30]=2)[CH:19]=1.